Dataset: the Open Reaction Database (ORD), a public repository of structured organic reaction records. Task: describe an organic reaction: reactants, conditions, products, and yield Starting materials: BrC=1C=CC2=C(C(CO2)(C)C)C1 (5-bromo-3,3-dimethyl-2,3-dihydro-benzofuran), [Li]CCCC (n-BuLi), O (Water), CN(C)C=O (DMF). Run in C1CCOC1 (THF). Run at temperature -50 celsius, time 5 minute. The product is CC1(COC2=C1C=C(C=C2)C=O)C (3,3-dimethyl-2,3-dihydro-benzofuran-5-carbaldehyde). The yield is 106.6%. RXN SMILES: Br[C:2]1[CH:3]=[CH:4][C:5]2[O:9][CH2:8][C:7]([CH3:11])([CH3:10])[C:6]=2[CH:12]=1.[Li]CCCC.CN([CH:21]=[O:22])C.O>C1COCC1>[CH3:10][C:7]1([CH3:11])[C:6]2[CH:12]=[C:2]([CH:21]=[O:22])[CH:3]=[CH:4][C:5]=2[O:9][CH2:8]1. Reported procedure: To a solution of 5-bromo-3,3-dimethyl-2,3-dihydro-benzofuran (example 1f) (15.90 g, 70.01 mmol) in dry THF (100 mL) at −78° C., under argon, was added dropwise n-BuLi (1.6 M in hexane, 105 mmol, 42 mL). The mixture was stirred for 5 minutes then DMF (16.3 mL, 210 mmol) was added and the mixture was quickly warmed up to −50° C. and then to 0° C. for 3 hrs. Water was added slowly and the solution extracted with ethyl acetate. The organic layer was further washed with water, brine, dried (MgSO4), f... Product: Cl.N[C@H](C(=O)N1CCOCC1)C ((2S)-Amino-1-morpholin-4-yl-propan-1-one hydrochloride). RXN SMILES: C(OC(=O)[NH:7][C@@H:8]([CH3:17])[C:9]([N:11]1[CH2:16][CH2:15][O:14][CH2:13][CH2:12]1)=[O:10])(C)(C)C.[ClH:19].O1CCOCC1>>[ClH:19].[NH2:7][C@@H:8]([CH3:17])[C:9]([N:11]1[CH2:12][CH2:13][O:14][CH2:15][CH2:16]1)=[O:10] |f:1.2,3.4|. Starting materials: C(C)(C)(C)OC(N[C@H](C(=O)N1CCOCC1)C)=O (((1S)-Methyl-2-morpholin-4-yl-2-oxo-ethyl)-carbamic acid tert-butyl ester), Cl.O1CCOCC1 (HCl dioxane). Procedure details: ((1S)-Methyl-2-morpholin-4-yl-2-oxo-ethyl)-carbamic acid tert-butyl ester (3.88 g, 15 mmol) was dissolved in 4M HCl-dioxane (20 ml) at 25° C. for 1.25 hours. The mixture was concentrated and the residue triturated with ether and dried: Yield 2.51 g, 86%. Starting materials: Fc1ccc(C=CCBr)cc1, c1ccc(Oc2ccc(C3CCNCC3)cc2)cc1. Product: Fc1ccc(C=CCN2CCC(c3ccc(Oc4ccccc4)cc3)CC2)cc1. As a reaction SMILES: [F:20][c:21]1[cH:22][cH:23][c:24]([CH:25]=[CH:26][CH2:27][Br:28])[cH:29][cH:30]1.[O:1]([c:2]1[cH:3][cH:4][cH:5][cH:6][cH:7]1)[c:8]1[cH:9][cH:10][c:11]([CH:14]2[CH2:15][CH2:16][NH:17][CH2:18][CH2:19]2)[cH:12][cH:13]1>>[O:1]([c:2]1[cH:3][cH:4][cH:5][cH:6][cH:7]1)[c:8]1[cH:9][cH:10][c:11]([CH:14]2[CH2:15][CH2:16][N:17]([CH2:27][CH:26]=[CH:25][c:24]3[cH:23][cH:22][c:21]([F:20])[cH:30][cH:29]3)[CH2:18][CH2:19]2)[cH:12][cH:13]1. Reactants: [H-].[Na+] (sodium hydride), oil, C1(=CC=CC=C1)CC(=O)OC (methyl phenylacetate), C(C)#N (acetonitrile). Solvent: C1CCOC1 (THF), C1CCOC1 (THF). Product: O=C(CC#N)CC1=CC=CC=C1 (3-Oxo-4-phenylbutanenitrile). Isolated yield 26.1%. RXN SMILES: [H-].[Na+].[C:3]1([CH2:9][C:10]([O:12]C)=O)[CH:8]=[CH:7][CH:6]=[CH:5][CH:4]=1.[C:14](#[N:16])[CH3:15]>C1COCC1>[O:12]=[C:10]([CH2:9][C:3]1[CH:4]=[CH:5][CH:6]=[CH:7][CH:8]=1)[CH2:15][C:14]#[N:16] |f:0.1|. Procedure details: To a suspension of 60% sodium hydride in mineral oil (1.00 g, 25.0 mmol) in THF (40 mL) at reflux is added a solution of methyl phenylacetate (2.50 g, 16.6 mmol) and anhydrous acetonitrile (1.74 mL, 33.3 mmol) in THF (40 mL), dropwise. The mixture is stirred at reflux for 6 h, then cooled to room temperature and stirred an additional 16 h. The reaction is quenched with H2O and is stirred for 10 min, after which the mixture is diluted with ethyl acetate and saturated aqueous NaHCO3 solution. The ... Procedure: 3-[3-(4-Isopropyl-benzenesulfonylamino)-phenyl]-pyrrolidine-1-carboxylic acid methyl ester (900 mg, 1.13 mmol) and HCl (8M, 273.90 mmol) in EtOH (20 ml) were heated to reflux for 48 h. The mixture was extracted twice with ethyl acetate and then NaOH (2M) was added. The aqueous phase was extracted twice with ethyl acetate. The combined organic layers were washed with water and saturated sodium chloride solution, dried over MgSO4 and evaporated under reduced pressure to give the product as a brown... Solvent: CCO (EtOH). Starting materials: COC(=O)N1CC(CC1)C1=CC(=CC=C1)NS(=O)(=O)C1=CC=C(C=C1)C(C)C (3-[3-(4-Isopropyl-benzenesulfonylamino)-phenyl]-pyrrolidine-1-carboxylic acid methyl ester), Cl (HCl). Reaction SMILES: COC([N:5]1[CH2:9][CH2:8][CH:7]([C:10]2[CH:15]=[CH:14][CH:13]=[C:12]([NH:16][S:17]([C:20]3[CH:25]=[CH:24][C:23]([CH:26]([CH3:28])[CH3:27])=[CH:22][CH:21]=3)(=[O:19])=[O:18])[CH:11]=2)[CH2:6]1)=O.Cl>CCO>[CH:26]([C:23]1[CH:24]=[CH:25][C:20]([S:17]([NH:16][C:12]2[CH:13]=[CH:14][CH:15]=[C:10]([CH:7]3[CH2:8][CH2:9][NH:5][CH2:6]3)[CH:11]=2)(=[O:18])=[O:19])=[CH:21][CH:22]=1)([CH3:28])[CH3:27]. Isolated yield 25.7%. Yields the product C(C)(C)C1=CC=C(C=C1)S(=O)(=O)NC1=CC(=CC=C1)C1CNCC1 (4-Isopropyl-N-(3-pyrrolidin-3-yl-phenyl)-benzenesulfonamide). The reactants are Cc1cc(CCC(=O)OC(C)(C)C)nc(-c2nc(=O)c3ccccc3s2)c1, O=C(O)C(F)(F)F. Yields the product Cc1cc(CCC(=O)O)nc(-c2nc(=O)c3ccccc3s2)c1. As a reaction SMILES: [CH3:1][c:2]1[cH:3][c:4]([CH2:19][CH2:20][C:21](=[O:22])[O:23][C:24]([CH3:25])([CH3:26])[CH3:27])[n:5][c:6](-[c:8]2[s:9][c:10]3[c:11]([c:12](=[O:14])[n:13]2)[cH:15][cH:16][cH:17][cH:18]3)[cH:7]1.[OH:28][C:29]([C:30]([F:31])([F:32])[F:33])=[O:34]>>[CH3:1][c:2]1[cH:3][c:4]([CH2:19][CH2:20][C:21](=[O:22])[OH:23])[n:5][c:6](-[c:8]2[s:9][c:10]3[c:11]([c:12](=[O:14])[n:13]2)[cH:15][cH:16][cH:17][cH:18]3)[cH:7]1. Starting materials: C(C)(C)[Li] (i-PrLi), B(F)(F)F (BF3), B(F)(F)F.CCOCC (BF3.OEt2), CN(C)[C-]1C=CC=C1.[CH-]1C=CC=C1.[Fe+2] (Dimethylaminoferrocene), C(C)(C)[Li] (isopropyllithium), C(=O)(O)[O-].[Na+] (NaHCO3), CN(C)[C-]1C=CC=C1.[CH-]1C=CC=C1.[Fe+2] (Dimethylaminoferrocene), CN(C)C=O (DMF). Solvent: C(C)(C)(C)OC (t-BuOMe), CCOCC (Et2O), C(C)(C)(C)OC (t-BuOMe). Reaction conditions: temperature -40 celsius, time 20 minute. Product: C(=O)C=1[C-](C=CC1)N(C)C.[CH-]1C=CC=C1.[Fe+2] (2-Formyl-1-dimethylaminoferrocene). RXN SMILES: [CH:1]([Li])([CH3:3])[CH3:2].CN([C-:8]1[CH:12]=[CH:11]C=C1)C.[CH-:13]1C=CC=[CH:14]1.[Fe+2:18].B(F)(F)F.B(F)(F)F.CCOCC.[CH3:32][N:33](C=O)[CH3:34].C([O-])(O)=[O:38].[Na+]>C(OC)(C)(C)C.CCOCC>[CH:2]([C:1]1[C-:3]([N:33]([CH3:34])[CH3:32])[CH:8]=[CH:12][CH:11]=1)=[O:38].[CH-:1]1[CH:3]=[CH:14][CH:13]=[CH:2]1.[Fe+2:18] |f:1.2.3,5.6,8.9,12.13.14|. Procedure: A solution of (R,R)-19a (324 mg, 1.05 mmol) in t-BuOMe (2 mL) was cooled to −40° C., treated with i-PrLi (0.59 mL, 1.77 M, 1.05 mmol) and stirred for 20 min at that temperature. The solution was transferred by cannula to a mixture of 11.BF3 at −78° C. [prepared by addition of BF3.OEt2 (66 μL, 0.53 mmol) to a solution of 11 (115 mg, 0.50 mmol) in t-BuOMe (5 mL) at 0° C. and stirring for 10 min]. The resulting reaction mixture was allowed to warm slowly to −40° C. over 2 h and then held at that te... Starting materials: CNS(=O)(=O)CC=1C=C2C(=CNC2=CC1)C1C(N(CC1)C)=O (N-Methyl-3-(1-methyl-2-oxo-3-pyrrolidinyl)-1H-indole-5-methanesulphonamide), [H-].[Al+3].[Li+].[H-].[H-].[H-] (lithium aluminium hydride). Run in O1CCCC1 (tetrahydrofuran). Yields the product CNS(=O)(=O)CC=1C=C2C(=CNC2=CC1)C1CN(CC1)C (N-Methyl-3-(1-methyl-3-pyrrolidinyl)-1H-indole-5-methanesulphonamide). Isolated yield 44.1%. Reaction SMILES: [CH3:1][NH:2][S:3]([CH2:6][C:7]1[CH:8]=[C:9]2[C:13](=[CH:14][CH:15]=1)[NH:12][CH:11]=[C:10]2[CH:16]1[CH2:20][CH2:19][N:18]([CH3:21])[C:17]1=O)(=[O:5])=[O:4].[H-].[Al+3].[Li+].[H-].[H-].[H-]>O1CCCC1>[CH3:1][NH:2][S:3]([CH2:6][C:7]1[CH:8]=[C:9]2[C:13](=[CH:14][CH:15]=1)[NH:12][CH:11]=[C:10]2[CH:16]1[CH2:20][CH2:19][N:18]([CH3:21])[CH2:17]1)(=[O:4])=[O:5] |f:1.2.3.4.5.6|. Procedure: A solution of the product of stage (ii) (450 mg) in dry tetrahydrofuran (20 ml) was added cautiously to a stirred suspension of lithium aluminium hydride (200 mg) in dry, freshly distilled tetrahydrofuran (20 ml) at 5°, under nitrogen. The reaction mixture was stirred and heated at reflux for 1 h; cooled to 5°, with stirring, and cautiously treated with a mixture of tetrahydrofuran (6 ml) and water (1 ml). The mixture was filtered through "hyflo". The residue was washed with ethanol. The combine... Product: C(C)(=O)NC1=C(C=C(C=C1[N+](=O)[O-])Cl)C(F)(F)F (2-acetamido-5-chloro-3-nitrobenzotrifluoride). Procedure: To a solution of 2-acetamido-5-chlorobenzotrifluoride (890 mg, 3.74 mmol) in concentrated H2SO4 (4 mL) at 0° C. was added dropwise 70% HNO3 (0.5 mL, Baker). The mixture was stirred at 0° C. for 0.5 h, then at room temperature for 3 h and it was poured into ice water (15 g). The precipitate was collected by filtration, affording 700 mg of crude 2-acetamido-5-chloro-3-nitrobenzotrifluoride. It was crystallized from EtOH/H2O to give 559 mg of pure 2-acetamido-5-chloro-3-nitrobenzotrifluoride as yel... Solvent: OS(=O)(=O)O (H2SO4). Starting materials: C(C)(=O)NC1=C(C=C(C=C1)Cl)C(F)(F)F (2-acetamido-5-chlorobenzotrifluoride), [N+](=O)(O)[O-] (HNO3), ice water. Run at temperature 0 celsius, time 0.5 hour. RXN SMILES: [C:1]([NH:4][C:5]1[CH:10]=[CH:9][C:8]([Cl:11])=[CH:7][C:6]=1[C:12]([F:15])([F:14])[F:13])(=[O:3])[CH3:2].[N+:16]([O-])([OH:18])=[O:17]>OS(O)(=O)=O>[C:1]([NH:4][C:5]1[C:10]([N+:16]([O-:18])=[O:17])=[CH:9][C:8]([Cl:11])=[CH:7][C:6]=1[C:12]([F:15])([F:13])[F:14])(=[O:3])[CH3:2].